Task: describe an organic reaction: reactants, conditions, products, and yield. Dataset: the Open Reaction Database (ORD), a public repository of structured organic reaction records Procedure: To a solution of 3-hydroxybenzaldehyde (2.44 g; 20 mmol) in DMF (50 ml) were added potassium carbonate (3.04 g; 22 mmol) and bromomethylnaphthalene (4.64 g; 21 mmol), and the resulting mixture was stirred at room temperature for 16 h. The mixture was then poured into water (200 ml) and extracted with ethyl acetate (100 ml). The extract was washed with water, brine, dried over anhydrous magnesium sulfate and concentrated in vacuo. The residue was purified by chromatography (silica gel; methylene ... Conditions: time 16 hour. The solvent is CN(C)C=O (DMF). Reactants: OC=1C=C(C=O)C=CC1 (3-hydroxybenzaldehyde), C([O-])([O-])=O.[K+].[K+] (potassium carbonate), BrCC1=CC=CC2=CC=CC=C12 (bromomethylnaphthalene), O (water). Yield: 97.2%. As a reaction SMILES: [OH:1][C:2]1[CH:3]=[C:4]([CH:7]=[CH:8][CH:9]=1)[CH:5]=[O:6].[C:10](=O)([O-])[O-].[K+].[K+].BrC[C:18]1[C:27]2[C:22](=[CH:23][CH:24]=[CH:25][CH:26]=2)[CH:21]=[CH:20][CH:19]=1.O>CN(C=O)C>[CH:26]1[C:27]2[C:22](=[CH:21][CH:20]=[CH:19][CH:18]=2)[CH:23]=[CH:24][C:25]=1[CH2:10][O:1][C:2]1[CH:3]=[C:4]([CH:7]=[CH:8][CH:9]=1)[CH:5]=[O:6] |f:1.2.3|. The product is C1=C(C=CC2=CC=CC=C12)COC=1C=C(C=O)C=CC1 (3-(2-naphthylmethoxy)benzaldehyde). Reactants: CSC (Dimethylsulfide), O (water), C(CCC)OCCOC1=CC=C(C=C1)C=1C=CC2=C(C=C(CCN2CC(C)C)C(=O)NC=2C=CC3=C(N(C(=N3)SCC3=CN=CN3CCC)C)C2)C1 (7-[4-(2-butoxyethoxy)phenyl]-1-isobutyl-N-[1-methyl-2-(((1-propylimidazol-5-yl)methyl)sulfanyl)benzimidazol-6-yl]-2,3-dihydro-1H-1-benzazepine-4-carboxamide), solution, ClC1=CC(=CC=C1)C(=O)OO (3-chloroperbenzoic acid). Run in ClCCl (dichloromethane), ClCCl (dichloromethane). Run at temperature -13 celsius, time 2.5 hour. The product is C(CCC)OCCOC1=CC=C(C=C1)C=1C=CC2=C(C=C(CCN2CC(C)C)C(=O)NC=2C=CC3=C(N(C(=N3)S(=O)CC3=CN=CN3CCC)C)C2)C1 (7-[4-(2-butoxyethoxy)phenyl]-1-isobutyl-N-[1-methyl-2-(((1-propylimidazol-5-yl) methyl)sulfinyl)benzimidazol-6-yl]-2,3-dihydro-1H-1-benzazepine-4-carboxamide). Isolated yield 3.4%. RXN SMILES: [CH2:1]([O:5][CH2:6][CH2:7][O:8][C:9]1[CH:14]=[CH:13][C:12]([C:15]2[CH:16]=[CH:17][C:18]3[N:24]([CH2:25][CH:26]([CH3:28])[CH3:27])[CH2:23][CH2:22][C:21]([C:29]([NH:31][C:32]4[CH:33]=[CH:34][C:35]5[N:39]=[C:38]([S:40][CH2:41][C:42]6[N:46]([CH2:47][CH2:48][CH3:49])[CH:45]=[N:44][CH:43]=6)[N:37]([CH3:50])[C:36]=5[CH:51]=4)=[O:30])=[CH:20][C:19]=3[CH:52]=2)=[CH:11][CH:10]=1)[CH2:2][CH2:3][CH3:4].ClC1C=CC=C(C(OO)=[O:61])C=1.CSC.O>ClCCl>[CH2:1]([O:5][CH2:6][CH2:7][O:8][C:9]1[CH:10]=[CH:11][C:12]([C:15]2[CH:16]=[CH:17][C:18]3[N:24]([CH2:25][CH:26]([CH3:27])[CH3:28])[CH2:23][CH2:22][C:21]([C:29]([NH:31][C:32]4[CH:33]=[CH:34][C:35]5[N:39]=[C:38]([S:40]([CH2:41][C:42]6[N:46]([CH2:47][CH2:48][CH3:49])[CH:45]=[N:44][CH:43]=6)=[O:61])[N:37]([CH3:50])[C:36]=5[CH:51]=4)=[O:30])=[CH:20][C:19]=3[CH:52]=2)=[CH:13][CH:14]=1)[CH2:2][CH2:3][CH3:4]. Procedure: To a solution of 7-[4-(2-butoxyethoxy)phenyl]-1-isobutyl-N-[1-methyl-2-(((1-propylimidazol-5-yl)methyl)sulfanyl)benzimidazol-6-yl]-2,3-dihydro-1H-1-benzazepine-4-carboxamide (260 mg) in dichloromethane (10 ml) was added dropwise 70% solution of 3-chloroperbenzoic acid (133 mg) in dichloromethane (10 ml) at −78° C., and the mixture was stirred for 2.5 hours at −13° C. Dimethylsulfide (0.1 ml) was added to the mixture and the mixture was allowed to be at room temperature, and stirred for 30 minute... The reactants are BrC=1C=CC=C(C1C(=O)O)S (6-bromothiosalicylic acid), [OH-].[K+] (potassium hydroxide), CS(=O)(=O)C1=NC(=CC(=N1)OC)OC (2-methylsulfonyl-4,6-dimethoxypyrimidine), ice water. Solvent: aqueous solution, CN(C=O)C (dimethylformamide). Reaction conditions: time 1 hour. Yields the product BrC1=C(C(=O)O)C(=CC=C1)SC1=NC(=CC(=N1)OC)OC (2-bromo-6-[(4,6-dimethoxy-2-pyrimidinvl)thio]benzoic acid). The yield is 35.0%. RXN SMILES: [Br:1][C:2]1[CH:3]=[CH:4][CH:5]=[C:6]([SH:11])[C:7]=1[C:8]([OH:10])=[O:9].[OH-].[K+].CS([C:18]1[N:23]=[C:22]([O:24][CH3:25])[CH:21]=[C:20]([O:26][CH3:27])[N:19]=1)(=O)=O>CN(C)C=O>[Br:1][C:2]1[CH:3]=[CH:4][CH:5]=[C:6]([S:11][C:18]2[N:23]=[C:22]([O:24][CH3:25])[CH:21]=[C:20]([O:26][CH3:27])[N:19]=2)[C:7]=1[C:8]([OH:10])=[O:9] |f:1.2|. Procedure details: 7.0 g of 6-bromothiosalicylic acid was dissolved in 20 ml of an aqueous solution of 4.0 g of potassium hydroxide, and then, 6.9 g of 2-methylsulfonyl-4,6-dimethoxypyrimidine and 20 ml of dimethylformamide were added thereto. The mixture was stirred at room temperature for one hour and poured into a large amount of ice water. The aqueous solution was washed with chloroform and then, neutralized with hydrochloric acid. An oily substance thereby released was extracted with diethyl ether. The diethy... Starting materials: C(C)(C)(C)C1=C(C=C(C(=C1O[SiH](C)C)Br)OC)CC1C(CC=CC1=O)(C)C (6-[2'-(tert-Butyl)dimethylsilyloxy-4'-bromo-5'methoxyphenyl]methyl-5,5-dimethylcyclohex-2 -en-1-one). Reagents/catalysts: [Pd] (palladium on carbon). Run in C(C)(=O)OCC (ethyl acetate). Reaction conditions: time 24 hour. Product: C(C)(C)(C)C1=C(C=C(C(=C1O[SiH](C)C)Br)OC)CC1C(CCCC1(C)C)=O (2-[2'-(tert Butyl)dimethylsilyloxy-4-bromo-5'-methoxyphenyl]methyl-3,3-dimethyl-cyclohexanone). Isolated yield 75.4%. As a reaction SMILES: [C:1]([C:5]1[C:10]([O:11][SiH:12]([CH3:14])[CH3:13])=[C:9]([Br:15])[C:8]([O:16][CH3:17])=[CH:7][C:6]=1[CH2:18][CH:19]1[C:24](=[O:25])[CH:23]=[CH:22][CH2:21][C:20]1([CH3:27])[CH3:26])([CH3:4])([CH3:3])[CH3:2]>C(OCC)(=O)C.[Pd]>[C:1]([C:5]1[C:10]([O:11][SiH:12]([CH3:13])[CH3:14])=[C:9]([Br:15])[C:8]([O:16][CH3:17])=[CH:7][C:6]=1[CH2:18][CH:19]1[C:20]([CH3:27])([CH3:26])[CH2:21][CH2:22][CH2:23][C:24]1=[O:25])([CH3:4])([CH3:2])[CH3:3]. Reported procedure: To a flame-dried round-bottomed flask containing 6-[2'-(tert-butyl)dimethylsilyloxy-4'-bromo-5'-methoxyphenyl]methyl-5,5-dimethylcyclohex-2-en-1-one (13) (0.154 g, 0.454 mmol) in 22 mL ethyl acetate (which had been pre-dried over K2CO3) at room temperature was added 20 mg 5% palladium on carbon, and after flushing / evacuating the vessel 3 times with nitrogen, a hydrogen atmosphere was introduced and maintained by use of a balloon. After 24 h, the flask was again flushed several times with nitro... Starting materials: C(CCC)(=O)C=1C=NC2=C(C=CC=C2C1NC1=C(C=C(C=C1)O)C)OC (3-Butyryl-4-(4-hydroxy-2-methylphenylamino)-8-methoxyquinoline), C(C(C)C)(=O)Cl (isobutyryl choride). The solvent is N1=CC=CC=C1 (pyridine). Run at time 17 hour. Yields the product C(CCC)(=O)C=1C=NC2=C(C=CC=C2C1NC1=C(C=C(C=C1)OC(C(C)C)=O)C)OC (3-butyryl-4-(4-isobutyryloxy-2-methylphenylamino)-8-methoxyquinoline). Yield: 36.0%. RXN SMILES: [C:1]([C:6]1[CH:7]=[N:8][C:9]2[C:14]([C:15]=1[NH:16][C:17]1[CH:22]=[CH:21][C:20]([OH:23])=[CH:19][C:18]=1[CH3:24])=[CH:13][CH:12]=[CH:11][C:10]=2[O:25][CH3:26])(=[O:5])[CH2:2][CH2:3][CH3:4].[C:27](Cl)(=[O:31])[CH:28]([CH3:30])[CH3:29]>N1C=CC=CC=1>[C:1]([C:6]1[CH:7]=[N:8][C:9]2[C:14]([C:15]=1[NH:16][C:17]1[CH:22]=[CH:21][C:20]([O:23][C:27](=[O:31])[CH:28]([CH3:30])[CH3:29])=[CH:19][C:18]=1[CH3:24])=[CH:13][CH:12]=[CH:11][C:10]=2[O:25][CH3:26])(=[O:5])[CH2:2][CH2:3][CH3:4]. Procedure details: 3-Butyryl-4-(4-hydroxy-2-methylphenylamino)-8-methoxyquinoline (2.0 g, 5.7 mmol) was suspended in pyridine (25 ml), isobutyryl choride (5 ml) added, and the mixture stirred for 17 hours at room temperature; the solid rapidly dissolved to give a clear solution. The pyridine was evaporated, and the residue taken up in dichloromethane and washed with aqueous sodium bicarbonate and brine, dried and evaporated. Recrystallisation from isopropyl ether gave 3-butyryl-4-(4-isobutyryloxy-2-methylphenylami... Starting materials: C(#N)C1=C(N(C(=C1C)C)C1=C(C=C(C=C1C)C)C)NC(C)=O (N-[3-cyano-4,5-dimethyl-1-(2,4,6-trimethyphenyl)-1H-pyrrol-2-yl]-acetamide), P(O)(O)(O)=O (phosphoric acid). Reaction conditions: temperature 130 celsius. Product: CC=1NC(C2=C(N1)N(C(=C2C)C)C2=C(C=C(C=C2C)C)C)=O (2,5,6-trimethyl-7-(2,4,6-trimethylphenyl)-3,7-dihydro-pyrrol[2,3-d]pyrimidin-4-one). Reaction SMILES: [C:1]([C:3]1[C:7]([CH3:8])=[C:6]([CH3:9])[N:5]([C:10]2[C:15]([CH3:16])=[CH:14][C:13]([CH3:17])=[CH:12][C:11]=2[CH3:18])[C:4]=1[NH:19][C:20](=O)[CH3:21])#[N:2].P(=O)(O)(O)[OH:24]>>[CH3:21][C:20]1[NH:2][C:1](=[O:24])[C:3]2[C:7]([CH3:8])=[C:6]([CH3:9])[N:5]([C:10]3[C:15]([CH3:16])=[CH:14][C:13]([CH3:17])=[CH:12][C:11]=3[CH3:18])[C:4]=2[N:19]=1. Procedure details: A mixture of the compound of step B(157.600 g, 0.53 mol) and 100 ml of 85% phosphoric acid was heated for 0.5 hours in an oil bath at a temperature of 130° C. All the starting material was consumed and the desired product formed. The mixture was cooled, poured into 1200 ml of ice-water, and stirred. Precipitate formed and was filtered. The solid was washed with water, dried overnight to give 113.220 g of the title compound as brick-pink solid. 1H NMR (CDCl3) δ 1.85(s, 6H), 1.87(s, 3H), 2.34(s, 3... Reactants: COC1=CC=C(C=C1)C=CC(=O)O (3-(4-methoxy-phenyl)-acrylic acid), N[C@H](CC1=CC=CC=C1)CO (D-phenylalaninol). Product: C(C1=CC=CC=C1)C(CO)NC(C=CC1=CC=C(C=C1)OC)=O (N-(1-Benzyl-2-hydroxy-ethyl)-3-(4-methoxy-phenyl)-acrylamide). RXN SMILES: [CH3:1][O:2][C:3]1[CH:8]=[CH:7][C:6]([CH:9]=[CH:10][C:11]([OH:13])=O)=[CH:5][CH:4]=1.[NH2:14][C@@H:15]([CH2:23][OH:24])[CH2:16][C:17]1[CH:22]=[CH:21][CH:20]=[CH:19][CH:18]=1>>[CH2:16]([CH:15]([NH:14][C:11](=[O:13])[CH:10]=[CH:9][C:6]1[CH:5]=[CH:4][C:3]([O:2][CH3:1])=[CH:8][CH:7]=1)[CH2:23][OH:24])[C:17]1[CH:22]=[CH:21][CH:20]=[CH:19][CH:18]=1. Procedure: Prepared in a similar manner as described in example 4 from 3-(4-methoxy-phenyl)-acrylic acid and D-phenylalaninol. MS (M+H, 312.3). Starting materials: CC1=NNC(=C1)C (3,5-dimethyl-1H-pyrazole), CrO3, C[C@H]1CCC2=C(CC[C@H](C[C@@H]12)C(=C)C)C (α-bulnesene), [OH-].[Na+] (NaOH). The solvent is ClCCl (dichloromethane), ClCCl (dichloromethane). Reaction conditions: temperature -20 celsius, time 0.5 hour. The product is crude product, C[C@H]1CC(C2=C(CC[C@H](C[C@@H]12)C(=C)C)C)=O ((3S,3aS,5R)-3,8-dimethyl-5-(prop-1-en-2-yl)-3,3a,4,5,6,7-hexahydroazulen-1(2H)-one). Yield: 4.0%. RXN SMILES: CC1C=C(C)NN=1.[CH3:8][C@@H:9]1[C@H:18]2[C:12](=[C:13]([CH3:22])[CH2:14][CH2:15][C@@H:16]([C:19]([CH3:21])=[CH2:20])[CH2:17]2)[CH2:11][CH2:10]1.[OH-:23].[Na+]>ClCCl>[CH3:8][C@@H:9]1[C@H:18]2[C:12](=[C:13]([CH3:22])[CH2:14][CH2:15][C@@H:16]([C:19]([CH3:21])=[CH2:20])[CH2:17]2)[C:11](=[O:23])[CH2:10]1 |f:2.3|. Procedure details: At −30° C., a solution of 3,5-dimethyl-1H-pyrazole (7.2 g, 74.9 mmol) in dichloromethane (40 ml) was treated with CrO3 (7.5 g, 74.9 mmol, added in two portions) while the reaction temperature rose to −20° C. The resulting mixture was stirred at −20° C. for 0.5 h and treated within 20 min. with a solution of α-bulnesene (3.0 g, 14.7 mmol) in dichloromethane (20 ml) while the reaction temperature rose to −10° C. The resulting mixture was stirred between −20° C. and −10° C. for 4 h before allowing ...